From a dataset of the Open Reaction Database (ORD), a public repository of structured organic reaction records. describe an organic reaction: reactants, conditions, products, and yield The reactants are COC1OC(COCc2ccccc2)C(OCc2ccccc2)C(NC(C)=O)C1OCc1ccccc1, CI, [H-], [Na+], CN(C)C=O. Product: COC1OC(COCc2ccccc2)C(OCc2ccccc2)C(N(C)C(C)=O)C1OCc1ccccc1. RXN SMILES: [C:1]([CH3:2])(=[O:3])[NH:4][CH:5]1[CH:6]([O:30][CH2:31][c:32]2[cH:33][cH:34][cH:35][cH:36][cH:37]2)[CH:7]([O:8][CH3:9])[O:10][CH:11]([CH2:21][O:22][CH2:23][c:24]2[cH:25][cH:26][cH:27][cH:28][cH:29]2)[CH:12]1[O:13][CH2:14][c:15]1[cH:16][cH:17][cH:18][cH:19][cH:20]1.[CH3:40][I:41].[H-:38].[Na+:39].[O:42]=[CH:43][N:44]([CH3:45])[CH3:46]>>[C:1]([CH3:2])(=[O:3])[N:4]([CH:5]1[CH:6]([O:30][CH2:31][c:32]2[cH:33][cH:34][cH:35][cH:36][cH:37]2)[CH:7]([O:8][CH3:9])[O:10][CH:11]([CH2:21][O:22][CH2:23][c:24]2[cH:25][cH:26][cH:27][cH:28][cH:29]2)[CH:12]1[O:13][CH2:14][c:15]1[cH:16][cH:17][cH:18][cH:19][cH:20]1)[CH3:40]. The reactants are O=C([O-])[O-], CCc1nc(N)nc(N)c1N1CCNCC1, CS(C)=O, N#Cc1ccc(F)cc1, [K+], [K+], O. Product: CCc1nc(N)nc(N)c1N1CCN(c2ccc(C#N)cc2)CC1. Reaction SMILES: [C:26](=[O:27])([O-:28])[O-:29].[CH2:1]([CH3:2])[c:3]1[c:4]([N:11]2[CH2:12][CH2:13][NH:14][CH2:15][CH2:16]2)[c:5]([NH2:10])[n:6][c:7]([NH2:9])[n:8]1.[CH3:33][S:34](=[O:35])[CH3:36].[F:17][c:18]1[cH:19][cH:20][c:21]([C:22]#[N:23])[cH:24][cH:25]1.[K+:30].[K+:31].[OH2:32]>>[CH2:1]([CH3:2])[c:3]1[c:4]([N:11]2[CH2:12][CH2:13][N:14]([c:18]3[cH:19][cH:20][c:21]([C:22]#[N:23])[cH:24][cH:25]3)[CH2:15][CH2:16]2)[c:5]([NH2:10])[n:6][c:7]([NH2:9])[n:8]1.